Dataset: the Open Reaction Database (ORD), a public repository of structured organic reaction records. Task: describe an organic reaction: reactants, conditions, products, and yield The reactants are C1(CCC1)C=1N=C(SC1)NC(=O)C1=CC=2N(C(C(=C(N2)N2CC(CCC2)O)/C=C/C(=O)O)=O)C=C1 ((E)-3-[8-{[(4-Cyclobutyl-1,3-thiazol-2-yl)amino]carbonyl}-2-(3-hydroxypiperidino)-4-oxo-4H-pyrido[1,2-a]pyrimidin-3-yl]-2-propenoic acid), C1(CCC1)C=1N=C(SC1)NC(=O)C1=CC=2N(C(C(=C(N2)N2CCN(CC2)C)/C=C/C(=O)OC)=O)C=C1 (methyl (E)-3-[8-{[(4-cyclobutyl-1,3-thiazol-2-yl)amino]carbonyl}-2-(4-methylpiperazino)-4-oxo-4H-pyrido[1,2-a]pyrimidin-3-yl]-2-propenoate). The product is C1(CCC1)C=1N=C(SC1)NC(=O)C1=CC=2N(C(C(=C(N2)N2CCN(CC2)C)/C=C/C(=O)O)=O)C=C1 ((E)-3-[8-{[(4-Cyclobutyl-1,3-thiazol-2-yl)amino]carbonyl}-2-(4-methylpiperazino)-4-oxo-4H-pyrido[1,2-a]pyrimidin-3-yl]-2-propenoic acid). The yield is 58.2%. Reaction SMILES: C1(C2N=C(NC(C3C=CN4C(=O)C(/C=C/C(O)=O)=C(N5CCCC(O)C5)N=C4C=3)=O)SC=2)CCC1.[CH:36]1([C:40]2[N:41]=[C:42]([NH:45][C:46]([C:48]3[CH:71]=[CH:70][N:51]4[C:52](=[O:69])[C:53](/[CH:63]=[CH:64]/[C:65]([O:67]C)=[O:66])=[C:54]([N:56]5[CH2:61][CH2:60][N:59]([CH3:62])[CH2:58][CH2:57]5)[N:55]=[C:50]4[CH:49]=3)=[O:47])[S:43][CH:44]=2)[CH2:39][CH2:38][CH2:37]1>>[CH:36]1([C:40]2[N:41]=[C:42]([NH:45][C:46]([C:48]3[CH:71]=[CH:70][N:51]4[C:52](=[O:69])[C:53](/[CH:63]=[CH:64]/[C:65]([OH:67])=[O:66])=[C:54]([N:56]5[CH2:57][CH2:58][N:59]([CH3:62])[CH2:60][CH2:61]5)[N:55]=[C:50]4[CH:49]=3)=[O:47])[S:43][CH:44]=2)[CH2:39][CH2:38][CH2:37]1. Procedure: Reactions were performed in the same manner as in Example 7, (H) by using methyl (E)-3-[8-{[(4-cyclobutyl-1,3-thiazol-2-yl)amino]carbonyl}-2-(4-methylpiperazino)-4-oxo-4H-pyrido[1,2-a]pyrimidin-3-yl]-2-propenoate (24.7 mg, 0.049 mmol) to obtain 14.1 mg (59%) of the title compound in yellow color.